The task is: describe an organic reaction: reactants, conditions, products, and yield. This data is from the Open Reaction Database (ORD), a public repository of structured organic reaction records. Starting materials: CCCCCCCCn1ccc2c(C)c(CC(=O)OCC)c(C)c(NC(=O)C(C)(C)C)c21, CCO, [Na+], [OH-], O. Yields the product CCCCCCCCn1ccc2c(C)c(CC(=O)O)c(C)c(NC(=O)C(C)(C)C)c21. As a reaction SMILES: [CH2:1]([CH2:2][CH2:3][CH2:4][CH2:5][CH2:6][CH2:7][CH3:8])[n:9]1[cH:10][cH:11][c:12]2[c:13]([CH3:32])[c:14]([CH2:26][C:27](=[O:28])[O:29][CH2:30][CH3:31])[c:15]([CH3:25])[c:16]([NH:18][C:19]([C:20]([CH3:21])([CH3:22])[CH3:23])=[O:24])[c:17]12.[CH3:35][CH2:36][OH:37].[Na+:34].[OH-:33].[OH2:38]>>[CH2:1]([CH2:2][CH2:3][CH2:4][CH2:5][CH2:6][CH2:7][CH3:8])[n:9]1[cH:10][cH:11][c:12]2[c:13]([CH3:32])[c:14]([CH2:26][C:27](=[O:28])[OH:29])[c:15]([CH3:25])[c:16]([NH:18][C:19]([C:20]([CH3:21])([CH3:22])[CH3:23])=[O:24])[c:17]12. The reactants are C1CCOC1, CCOC(=O)CP(=O)(OCC)OCC, O=Cc1cc2nc(Cl)nc(N3CCOCC3)c2s1, [H-], [Na+]. Product: CCOC(=O)C=Cc1cc2nc(Cl)nc(N3CCOCC3)c2s1. As a reaction SMILES: [CH2:35]1[O:36][CH2:37][CH2:38][CH2:39]1.[CH3:1][CH2:2][O:3][C:4](=[O:5])[CH2:6][P:7]([O:8][CH2:9][CH3:10])([O:11][CH2:12][CH3:13])=[O:14].[Cl:17][c:18]1[n:19][c:20]([N:29]2[CH2:30][CH2:31][O:32][CH2:33][CH2:34]2)[c:21]2[c:22]([n:23]1)[cH:24][c:25]([CH:27]=[O:28])[s:26]2.[H-:15].[Na+:16]>>[CH3:1][CH2:2][O:3][C:4](=[O:5])[CH:6]=[CH:27][c:25]1[cH:24][c:22]2[c:21]([c:20]([N:29]3[CH2:30][CH2:31][O:32][CH2:33][CH2:34]3)[n:19][c:18]([Cl:17])[n:23]2)[s:26]1. The reactants are CC(C)(C)O, CCOc1cccc(C(=O)c2ncc(C=O)c3cc(OCCO)c(OC)cc23)c1, CC=C(C)C, [O-][Cl+][O-], [Na+], [Na+], O, O, O=P([O-])(O)O. The product is CCOc1cccc(C(=O)c2ncc(C(=O)O)c3cc(OCCO)c(OC)cc23)c1. Reaction SMILES: [C:46]([OH:47])([CH3:48])([CH3:49])[CH3:50].[CH2:1]([CH3:2])[O:3][c:4]1[cH:5][c:6]([C:7](=[O:8])[c:9]2[n:10][cH:11][c:12]([CH:25]=[O:26])[c:13]3[cH:14][c:15]([O:21][CH2:22][CH2:23][OH:24])[c:16]([O:19][CH3:20])[cH:17][c:18]23)[cH:27][cH:28][cH:29]1.[CH3:37][C:38](=[CH:39][CH3:40])[CH3:41].[Cl+:42]([O-:43])[O-:44].[Na+:36].[Na+:45].[OH2:30].[OH2:51].[P:31](=[O:32])([O-:33])([OH:34])[OH:35]>>[CH2:1]([CH3:2])[O:3][c:4]1[cH:5][c:6]([C:7](=[O:8])[c:9]2[n:10][cH:11][c:12]([C:25](=[O:26])[OH:32])[c:13]3[cH:14][c:15]([O:21][CH2:22][CH2:23][OH:24])[c:16]([O:19][CH3:20])[cH:17][c:18]23)[cH:27][cH:28][cH:29]1.